This data is from the Open Reaction Database (ORD), a public repository of structured organic reaction records. The task is: describe an organic reaction: reactants, conditions, products, and yield Starting materials: O=CC(=O)O, O=C([O-])[O-], CCOC(=O)C(N)C(COC)c1c[nH]c2cccc(COC(C)=O)c12, CCOC(C)=O, [K+], [K+], O, O. Product: CCOC(=O)C1NC(C(=O)O)c2[nH]c3cccc(COC(C)=O)c3c2C1COC. Reaction SMILES: [C:27]([CH:28]=[O:29])(=[O:30])[OH:31].[C:32](=[O:33])([O-:34])[O-:35].[CH2:1]([CH3:2])[O:3][C:4]([CH:5]([CH:6]([CH2:7][O:8][CH3:9])[c:10]1[cH:11][nH:12][c:13]2[cH:14][cH:15][cH:16][c:17]([CH2:19][O:20][C:21]([CH3:22])=[O:23])[c:18]12)[NH2:24])=[O:25].[CH3:38][CH2:39][O:40][C:41](=[O:42])[CH3:43].[K+:36].[K+:37].[OH2:26].[OH2:44]>>[CH2:1]([CH3:2])[O:3][C:4]([CH:5]1[CH:6]([CH2:7][O:8][CH3:9])[c:10]2[c:11]([nH:12][c:13]3[cH:14][cH:15][cH:16][c:17]([CH2:19][O:20][C:21]([CH3:22])=[O:23])[c:18]23)[CH:28]([C:27](=[O:30])[OH:31])[NH:24]1)=[O:25]. Starting materials: C=1(CCCCCN1)O.COC (caprolactim methyl-ether), ClC=1C=C(C=CC1)NN (3-chlorophenylhydrazine). Run in C(C)(=O)O (acetic acid). Run at time 2 hour. Yields the product ClC=1C=C(C=CC1)NN=C1CCCCCN1 (caprolactam-(3-chlorophenylhydrazone)). Isolated yield 94.2%. RXN SMILES: [C:1]1(O)[CH2:2][CH2:3][CH2:4][CH2:5][CH2:6][N:7]=1.COC.[Cl:12][C:13]1[CH:14]=[C:15]([NH:19][NH2:20])[CH:16]=[CH:17][CH:18]=1>C(O)(=O)C>[Cl:12][C:13]1[CH:14]=[C:15]([NH:19][N:20]=[C:1]2[NH:7][CH2:6][CH2:5][CH2:4][CH2:3][CH2:2]2)[CH:16]=[CH:17][CH:18]=1 |f:0.1|. Reported procedure: 35 G (0.28 mole) of caprolactim-methyl-ether were added dropwise over the course of 15 minutes at 5°C, while stirring and cooling, to a solution of 36 g (0.25 mole) of 3-chlorophenylhydrazine in 250 ml of glacial acetic acid; the red-brown clear solution was kept at 0° to 5°C for a further 2 hours and then for 2 hours at 20°C and excess glacial acetic acid was distilled off in a water-pump vacuum. On fractional distillation in vacuo of the residue which remained, 56 g (94.3% of theory) of caprol... As a reaction SMILES: [B:1]([O-:2])([O-:15])[O:16][c:3]1[cH:4][cH:5][c:6]([N:9]2[CH2:10][CH2:11][O:12][CH2:13][CH2:14]2)[cH:7][cH:8]1.[Br:17][c:18]1[cH:19][cH:20][c:21]2[c:22]([cH:49]1)[CH:23]=[C:24]([C:31](=[O:32])[NH:33][c:34]1[cH:35][cH:36][c:37]([CH2:40][N:41]([CH:42]3[CH2:43][CH2:44][O:45][CH2:46][CH2:47]3)[CH3:48])[cH:38][cH:39]1)[CH2:25][CH2:26][N:27]2[CH2:28][CH2:29][CH3:30].[C:60](=[O:61])([O-:62])[O-:63].[CH2:57]([OH:58])[CH3:59].[CH3:67][CH2:68][O:69][C:70](=[O:71])[CH3:72].[K+:64].[K+:65].[OH2:66].[c:50]1([CH3:51])[cH:52][cH:53][cH:54][cH:55][cH:56]1>>[c:3]1(-[c:18]2[cH:19][cH:20][c:21]3[c:22]([cH:49]2)[CH:23]=[C:24]([C:31](=[O:32])[NH:33][c:34]2[cH:35][cH:36][c:37]([CH2:40][N:41]([CH:42]4[CH2:43][CH2:44][O:45][CH2:46][CH2:47]4)[CH3:48])[cH:38][cH:39]2)[CH2:25][CH2:26][N:27]3[CH2:28][CH2:29][CH3:30])[cH:4][cH:5][c:6]([N:9]2[CH2:10][CH2:11][O:12][CH2:13][CH2:14]2)[cH:7][cH:8]1. The product is CCCN1CCC(C(=O)Nc2ccc(CN(C)C3CCOCC3)cc2)=Cc2cc(-c3ccc(N4CCOCC4)cc3)ccc21. Reactants: [O-]B([O-])Oc1ccc(N2CCOCC2)cc1, CCCN1CCC(C(=O)Nc2ccc(CN(C)C3CCOCC3)cc2)=Cc2cc(Br)ccc21, O=C([O-])[O-], CCO, CCOC(C)=O, [K+], [K+], O, Cc1ccccc1. Reactants: C1(=CC=CC=C1)P(C1=CC=CC=C1)C1=CC=CC=C1 (triphenylphosphine), BrC1=CC=CC2=C1C=CS2 (4-bromobenzothiophene), C(#N)CC(=O)OC(C)(C)C (tert-butyl cyanoacetate), CC(C)(C)[O-].[K+] (t-BuOK), Cl (HCl). Reagents/catalysts: Cl[Pd]([P](C1=CC=CC=C1)(C2=CC=CC=C2)C3=CC=CC=C3)([P](C4=CC=CC=C4)(C5=CC=CC=C5)C6=CC=CC=C6)Cl (dichlorobis(triphenylphosphine)palladium(II)). Run in COCCOC (DME). Reaction conditions: temperature 20 celsius. Yields the product C(C)(C)(C)OC(C(C#N)C1=CC=CC=2SC=CC21)=O (benzo[b]thiophen-4-yl-cyano-acetic acid tert-butyl ester). RXN SMILES: Br[C:2]1[C:7]2[CH:8]=[CH:9][S:10][C:6]=2[CH:5]=[CH:4][CH:3]=1.[C:11]([CH2:13][C:14]([O:16][C:17]([CH3:20])([CH3:19])[CH3:18])=[O:15])#[N:12].CC([O-])(C)C.[K+].C1(P(C2C=CC=CC=2)C2C=CC=CC=2)C=CC=CC=1.Cl>COCCOC.Cl[Pd](Cl)([P](C1C=CC=CC=1)(C1C=CC=CC=1)C1C=CC=CC=1)[P](C1C=CC=CC=1)(C1C=CC=CC=1)C1C=CC=CC=1>[C:17]([O:16][C:14](=[O:15])[CH:13]([C:2]1[C:7]2[CH:8]=[CH:9][S:10][C:6]=2[CH:5]=[CH:4][CH:3]=1)[C:11]#[N:12])([CH3:20])([CH3:19])[CH3:18] |f:2.3,^1:55,74|. Reported procedure: To a solution of 4-bromobenzothiophene (1 eq.) in DME were added tert-butyl cyanoacetate (1.1 eq.) and t-BuOK (2 eq.). The reaction was refluxed for 40 min. Thereto were added dichlorobis(triphenylphosphine)palladium(II) (0.02 eq.) and triphenylphosphine (0.06 eq.). The resulting mixture was refluxed for 1.5 h under argon and then cooled to 20° C. Aqueous HCl (6N) was added dropwise until pH=1 and the reaction mixture was partitioned between water and EtOAc. The organic layer was separated, drie...